From a dataset of the Open Reaction Database (ORD), a public repository of structured organic reaction records. describe an organic reaction: reactants, conditions, products, and yield Starting materials: ClC=1C(=CC2=C(C(=NO2)C2=C(C=CC=C2)F)C1)OCC(=O)OCC (ethyl {[5-chloro-3-(2-fluorophenyl)-1,2-benzisoxazol-6-yl]oxy}acetate), C(C)O (ethanol), Cl (hydrochloric acid). The solvent is O (water). Product: ClC=1C(=CC2=C(C(=NO2)C2=C(C=CC=C2)F)C1)OCC(=O)O ({[5-chloro-3-(2-fluorophenyl)-1,2-benzisoxazol-6-yl]oxy}acetic acid). Reaction SMILES: [Cl:1][C:2]1[C:3]([O:18][CH2:19][C:20]([O:22]CC)=[O:21])=[CH:4][C:5]2[O:9][N:8]=[C:7]([C:10]3[CH:15]=[CH:14][CH:13]=[CH:12][C:11]=3[F:16])[C:6]=2[CH:17]=1.C(O)C.Cl>O>[Cl:1][C:2]1[C:3]([O:18][CH2:19][C:20]([OH:22])=[O:21])=[CH:4][C:5]2[O:9][N:8]=[C:7]([C:10]3[CH:15]=[CH:14][CH:13]=[CH:12][C:11]=3[F:16])[C:6]=2[CH:17]=1. Procedure details: A mixture of ethyl {[5-chloro-3-(2-fluorophenyl)-1,2-benzisoxazol-6-yl]oxy}acetate (14 g) sodium hydroxide (8 g), ethanol (500 ml) and water (300 ml) is refluxed for five hours, cooled in an ice bath and acidified with concentrated hydrochloric acid. The suspension is extracted with chloroform, the extract dried with saturated sodium chloride and the chloroform removed to give a solid, mp 214°-215° C. Recrystallization from a 3:2 mixture of acetonitrile-toluene gives {[5-chloro-3-(2-fluorophenyl... Starting materials: OC1=C(C(=CC(=C1C=O)C)C)C (6-hydroxy-2,4,5-trimethylbenzaldehyde), C(=O)([O-])[O-].[K+].[K+] (K2CO3), FC(/C=C/C(=O)OCC)(F)F (ethyl 4,4,4-trifluorocrotonate). The solvent is CN(C)C=O (DMF), CN(C)C=O (DMF). Reaction conditions: temperature 100 celsius, time 3 hour. Product: CC1=C2C=C(C(OC2=C(C(=C1)C)C)C(F)(F)F)C(=O)OCC (ethyl 5,7,8-trimethyl-2-(trifluoromethyl)-2H-chromene-3-carboxylate). As a reaction SMILES: [OH:1][C:2]1[C:7]([CH:8]=O)=[C:6]([CH3:10])[CH:5]=[C:4]([CH3:11])[C:3]=1[CH3:12].C([O-])([O-])=O.[K+].[K+].[F:19][C:20]([F:29])([F:28])/[CH:21]=[CH:22]/[C:23]([O:25][CH2:26][CH3:27])=[O:24]>CN(C=O)C>[CH3:10][C:6]1[CH:5]=[C:4]([CH3:11])[C:3]([CH3:12])=[C:2]2[C:7]=1[CH:8]=[C:22]([C:23]([O:25][CH2:26][CH3:27])=[O:24])[CH:21]([C:20]([F:19])([F:29])[F:28])[O:1]2 |f:1.2.3|. Reported procedure: To a solution of 6-hydroxy-2,4,5-trimethylbenzaldehyde (2.77 g, 17.1 mmoles) in 50 mL of dry DMF was added anhydrous K2CO3 (5.19 g, 37.6 mmoles), and ethyl 4,4,4-trifluorocrotonate (3.16 g, 18.8 mmoles). The mixture was stirred rapidly under a drying tube at 100° C. for 3 h. After cooling, the mixture was diluted with DMF, filtered, and evaporated. Chromatography of the residue over silica gel using DCM as eluent gave ethyl 5,7,8-trimethyl-2-(trifluoromethyl)-2H-chromene-3-carboxylate, 3.75 g, a... The product is CC1=CC=CC(=N1)COC1=CC=C(CC2=NOC(=C2)C=2C(=NC(=CC2)N)N)C=C1 (3-(3-(4-(6-Methyl-pyridin-2-ylmethoxy)-benzyl)-isoxazol-5-yl)-pyridin-2,6-diamine). Reactants: NC1=NC(=CC=C1C1=CC(=NO1)CC1=CC=C(C=C1)O)N (4-(5-(2,6-diamino-pyridin-3-yl)-isoxazol-3-ylmethyl)-phenol), ClCC1=NC(=CC=C1)C (2-chloromethyl-6-methyl-pyridine), CO (methanol), [OH-].[Na+] (sodium hydroxide). The solvent is CN(C=O)C (N,N-dimethylformamide). Procedure details: To 4-(5-(2,6-diamino-pyridin-3-yl)-isoxazol-3-ylmethyl)-phenol (150 mg, 0.53 mmol) described in Manufacturing Example 18-1-1 were added methanol (3 mL) and 1 N aqueous sodium hydroxide solution (0.53 mL), which was then dissolved by irradiating ultrasonic wave. This solution was concentrated under a reduced pressure. To the resulting residue was added 2-chloromethyl-6-methyl-pyridine (90.2 mg, 0.64 mol.) described in manufacturing Example 10-1-1 and N,N-dimethylformamide (2 mL), which was stirre... As a reaction SMILES: [NH2:1][C:2]1[C:7]([C:8]2[O:12][N:11]=[C:10]([CH2:13][C:14]3[CH:19]=[CH:18][C:17]([OH:20])=[CH:16][CH:15]=3)[CH:9]=2)=[CH:6][CH:5]=[C:4]([NH2:21])[N:3]=1.CO.[OH-].[Na+].Cl[CH2:27][C:28]1[CH:33]=[CH:32][CH:31]=[C:30]([CH3:34])[N:29]=1>CN(C)C=O>[CH3:27][C:28]1[N:29]=[C:30]([CH2:34][O:20][C:17]2[CH:18]=[CH:19][C:14]([CH2:13][C:10]3[CH:9]=[C:8]([C:7]4[C:2]([NH2:1])=[N:3][C:4]([NH2:21])=[CH:5][CH:6]=4)[O:12][N:11]=3)=[CH:15][CH:16]=2)[CH:31]=[CH:32][CH:33]=1 |f:2.3|. Conditions: temperature 60 celsius, time 50 minute. The yield is 51.6%. Reaction SMILES: [CH3:1][O:2][N:3]=[C:4]([C:42]1[N:43]=[C:44]([NH:47][CH:48]=[O:49])[S:45][CH:46]=1)[C:5]([NH:7][CH:8]1[C:40](=[O:41])[N:10]2[C:11]([C:24]([O:26][CH:27]([C:34]3[CH:39]=[CH:38][CH:37]=[CH:36][CH:35]=3)[C:28]3[CH:33]=[CH:32][CH:31]=[CH:30][CH:29]=3)=[O:25])=[C:12]([CH:16]=[CH:17][C:18]3[N:19]=[N:20][CH:21]=[CH:22][CH:23]=3)[CH2:13][S:14](=O)[C@H:9]12)=[O:6].P(Cl)(Cl)Cl.C(=O)(O)[O-].[Na+]>CN(C)C=O>[CH3:1][O:2][N:3]=[C:4]([C:42]1[N:43]=[C:44]([NH:47][CH:48]=[O:49])[S:45][CH:46]=1)[C:5]([NH:7][CH:8]1[C:40](=[O:41])[N:10]2[C:11]([C:24]([O:26][CH:27]([C:28]3[CH:29]=[CH:30][CH:31]=[CH:32][CH:33]=3)[C:34]3[CH:39]=[CH:38][CH:37]=[CH:36][CH:35]=3)=[O:25])=[C:12]([CH:16]=[CH:17][C:18]3[N:19]=[N:20][CH:21]=[CH:22][CH:23]=3)[CH2:13][S:14][C@H:9]12)=[O:6] |f:2.3|. Procedure: To a solution of benzhydryl 7-[2-methoxyimino-2-(2-formamidothiazol-4-yl)acetamido]-3-[2-(3-pyridazinyl)vinyl]-3-cephem-4-carboxylate-1-oxide (syn isomer) (trans isomer) (1.8 g) in N,N-dimethylformamide (18 ml) was added phosphorus trichloride (0.45 ml) at -30° C. with stirring. The reaction mixture was stirred at -15° to -10° C. for 30 minutes and added dropwise to ice-water (100 ml). The suspension was adjusted to pH 7.5 with saturated aqueous sodium bicarbonate. The precipitate was collected ... Yield: 51.2%. Run in CN(C=O)C (N,N-dimethylformamide). Reactants: CON=C(C(=O)NC1[C@@H]2N(C(=C(CS2=O)C=CC=2N=NC=CC2)C(=O)OC(C2=CC=CC=C2)C2=CC=CC=C2)C1=O)C=1N=C(SC1)NC=O (benzhydryl 7-[2-methoxyimino-2-(2-formamidothiazol-4-yl)acetamido]-3-[2-(3-pyridazinyl)vinyl]-3-cephem-4-carboxylate-1-oxide), P(Cl)(Cl)Cl (phosphorus trichloride), C([O-])(O)=O.[Na+] (sodium bicarbonate), ice water. The product is CON=C(C(=O)NC1[C@@H]2N(C(=C(CS2)C=CC=2N=NC=CC2)C(=O)OC(C2=CC=CC=C2)C2=CC=CC=C2)C1=O)C=1N=C(SC1)NC=O (benzhydryl 7-[2-methoxyimino-2-(2-formamidothiazol-4-yl)-acetamido]-3-[2-(3-pyridazinyl)vinyl]-3-cephem-4-carboxylate). Reactants: CC(C)OB(OC(C)C)OC(C)C, CCCCCOc1ccc(-c2ccc(Br)cc2)cc1, [Li]CCCC, CCCCCOc1ccc(-c2ccc(B(O)O)cc2)cc1, O=C(O)c1ccc(I)cc1. Product: CCCCCOc1ccc(-c2ccc(-c3ccc(C(=O)O)cc3)cc2)cc1. Reaction SMILES: [B:25]([O:26][CH:27]([CH3:28])[CH3:29])([O:30][CH:31]([CH3:32])[CH3:33])[O:34][CH:35]([CH3:36])[CH3:37].[Br:1][c:2]1[cH:3][cH:4][c:5](-[c:8]2[cH:9][cH:10][c:11]([O:14][CH2:15][CH2:16][CH2:17][CH2:18][CH3:19])[cH:12][cH:13]2)[cH:6][cH:7]1.[CH2:20]([Li:21])[CH2:22][CH2:23][CH3:24].[CH2:48]([O:49][c:50]1[cH:51][cH:52][c:53](-[c:54]2[cH:55][cH:56][c:57]([B:58]([OH:59])[OH:60])[cH:61][cH:62]2)[cH:63][cH:64]1)[CH2:65][CH2:66][CH2:67][CH3:68].[I:38][c:39]1[cH:40][cH:41][c:42]([C:43](=[O:44])[OH:45])[cH:46][cH:47]1>>[c:2]1(-[c:39]2[cH:40][cH:41][c:42]([C:43](=[O:44])[OH:45])[cH:46][cH:47]2)[cH:3][cH:4][c:5](-[c:8]2[cH:9][cH:10][c:11]([O:14][CH2:15][CH2:16][CH2:17][CH2:18][CH3:19])[cH:12][cH:13]2)[cH:6][cH:7]1. Starting materials: C(C)OC(CC(=O)C)=O (acetoacetic acid ethyl ester), C(#N)CC(=O)N (cyanoacetamide), N1CCCCC1 (piperidine), [OH-].[K+] (potassium hydroxide). Yields the product C(#N)C=1C(=NC(=CC1C)O)O (3-cyano-2,6-dihydroxy-4-methylpyridine). The yield is 70.0%. RXN SMILES: C(O[C:4](=[O:9])[CH2:5][C:6]([CH3:8])=O)C.[C:10]([CH2:12][C:13]([NH2:15])=[O:14])#[N:11].N1CCCCC1.[OH-].[K+]>>[C:10]([C:12]1[C:13]([OH:14])=[N:15][C:4]([OH:9])=[CH:5][C:6]=1[CH3:8])#[N:11] |f:3.4|. Procedure: 6-Hydroxypyrid-2-ones (formula I, R=hydrogen) which are unsubstituted at the pyridone nitrogen have been known for a long time. They were first discovered and described by Guareschi in the reaction of β-ketocarboxylic acid esters with cyanoacetamide (Mem. Accad. Torino cl. sci. fis. mat. e nat. [2], volume 46, page 11; Chemisches Zentralblatt 1896 I, 601). Other authors have obtained this compound by cyclising the reaction product of acetoacetic acid ethyl ester with malodinitrile (for example K... Starting materials: [I-] (iodide), C(C)OC(=O)[C@H]1CNCCC1 ((R)-3-piperidinecarboxylic acid ethyl ester), C([O-])([O-])=O.[K+].[K+] (potassium carbonate), CC(CC)=O (2-butanone). Solvent: CCOCC (ether), O (water). Run at temperature 50 celsius. Product: C(C)OC(=O)[C@H]1CN(CCC1)CC1=CC=C(C=C1)C1C2=C(CCC3=C1C=CC=C3)C=CC=C2 ((R)-1-(4-(10,11-dihydro-5H-dibenzo[a,d]cyclohepten-5-yl)-benzyl)-3-piperidinecarboxylic acid ethyl ester). Isolated yield 77.0%. RXN SMILES: [I-].[CH2:2]([O:4][C:5]([C@@H:7]1[CH2:12][CH2:11][CH2:10][NH:9][CH2:8]1)=[O:6])[CH3:3].C(=O)([O-])[O-].[K+].[K+].[CH3:19][C:20](=O)[CH2:21][CH3:22]>CCOCC.O>[CH2:2]([O:4][C:5]([C@@H:7]1[CH2:12][CH2:11][CH2:10][N:9]([CH2:19][C:20]2[CH:22]=[CH:21][C:20]([CH:19]3[C:21]4[CH:22]=[CH:5][CH:7]=[CH:8][C:20]=4[CH2:19][CH2:22][C:21]4[CH:10]=[CH:11][CH:12]=[CH:19][C:20]3=4)=[CH:22][CH:21]=2)[CH2:8]1)=[O:6])[CH3:3] |f:2.3.4|. Procedure: A mixture of the above iodide (1.80 g, 0.0044 mol), (R)-3-piperidinecarboxylic acid ethyl ester (0.69 g, 0.0044 mol) and anhydrous potassium carbonate (1.82 g, 0.0132 mol) in 2-butanone (30 ml) was heated to 50° C. for 6 h. After cooling, the mixture was diluted with ether (50 ml) and water (50 ml) and the phases were separated. The organic phase was washed with water (30 ml) and dried (MgSO4). The solvent was evaporated in vacuo and the oily residue (2.1 g) was purified by gradient column chrom...